From a dataset of the Open Reaction Database (ORD), a public repository of structured organic reaction records. describe an organic reaction: reactants, conditions, products, and yield Run in O1CCCC1 (tetrahydrofuran). The reactants are C(CCCCC)N1CCC(CC1)(C1=CC(=CC=C1)N=C(C1=CC=CC=C1)C1=CC=CC=C1)C (N-hexyl-4-methyl-4-(3-diphenylmethylideneaminophenyl)piperidine), Cl (hydrochloric acid). Reported procedure: To a solution of N-hexyl-4-methyl-4-(3-diphenylmethylideneaminophenyl)piperidine (Preparation 55, 112 mg, 0.26 mmol) in tetrahydrofuran (4 ml) was added 2N aqueous hydrochloric acid (1 ml) and the mixture was stirred at room temperature for 30 min. The mixture was concentrated in vacuo, 2N aqueous hydrochloric acid (3 ml) was added and the aqueous phase was extracted with hexane:ethyl acetate (2:1, 5 ml). The aqueous layer was then basified with 2N aqueous sodium hydroxide solution and extracted... Reaction conditions: time 30 minute. The product is NC=1C=C(C=CC1)C1(CCN(CC1)CCCCCC)C (4-(3-Aminophenyl)-N-hexyl-4-methylpiperidine). As a reaction SMILES: [CH2:1]([N:7]1[CH2:12][CH2:11][C:10]([CH3:33])([C:13]2[CH:18]=[CH:17][CH:16]=[C:15]([N:19]=C(C3C=CC=CC=3)C3C=CC=CC=3)[CH:14]=2)[CH2:9][CH2:8]1)[CH2:2][CH2:3][CH2:4][CH2:5][CH3:6].Cl>O1CCCC1>[NH2:19][C:15]1[CH:14]=[C:13]([C:10]2([CH3:33])[CH2:11][CH2:12][N:7]([CH2:1][CH2:2][CH2:3][CH2:4][CH2:5][CH3:6])[CH2:8][CH2:9]2)[CH:18]=[CH:17][CH:16]=1. Reactants: O=C([O-])[O-], CCc1cccc(CC)c1N, CN(C)C=O, ClCC1OCCCCO1, [K+], [K+]. The product is CCc1cccc(CC)c1NCC1OCCCCO1. As a reaction SMILES: [C:21](=[O:22])([O-:23])[O-:24].[CH2:1]([CH3:2])[c:3]1[c:4]([NH2:5])[c:6]([CH2:10][CH3:11])[cH:7][cH:8][cH:9]1.[CH3:27][N:28]([CH3:29])[CH:30]=[O:31].[Cl:12][CH2:13][CH:14]1[O:15][CH2:16][CH2:17][CH2:18][CH2:19][O:20]1.[K+:25].[K+:26]>>[CH2:1]([CH3:2])[c:3]1[c:4]([NH:5][CH2:13][CH:14]2[O:15][CH2:16][CH2:17][CH2:18][CH2:19][O:20]2)[c:6]([CH2:10][CH3:11])[cH:7][cH:8][cH:9]1.